The task is: describe an organic reaction: reactants, conditions, products, and yield. This data is from the Open Reaction Database (ORD), a public repository of structured organic reaction records. Reactants: C(#N)C(C(C(=O)[O-])(F)F)(F)F.[Na+] (sodium 3-cyanotetrafluoropropionate), S(=O)(=O)(OC)OC (dimethyl sulfate). Reaction conditions: time 8 hour. Product: C(#N)C(C(C(=O)OC)(F)F)(F)F (methyl 3-cyanotetrafluoropropionate). The yield is 58.0%. As a reaction SMILES: [C:1]([C:3]([F:11])([F:10])[C:4]([F:9])([F:8])[C:5]([O-:7])=[O:6])#[N:2].[Na+].S(OC)(O[CH3:17])(=O)=O>>[C:1]([C:3]([F:10])([F:11])[C:4]([F:8])([F:9])[C:5]([O:7][CH3:17])=[O:6])#[N:2] |f:0.1|. Procedure details: After being maintained at about 25° for 2 more days, the reaction mixture, which contained sodium 3-cyanotetrafluoropropionate, was treated with 69.3 g (0.55 mole) of dimethyl sulfate, stirred, and allowed to stand overnight. Fractionation of the volatile products gave 53.3 g (58%) of methyl 3-cyanotetrafluoropropionate, bp 90°-97°. The reactants are C(#N)C=1C(=C(C=CC1F)[C@H]1CN2[C@@H](CO1)CN(CC2)C(=O)OC(C)(C)C)C ((3S,9aR)-tert-Butyl 3-(3-cyano-4-fluoro-2-methylphenyl)hexahydropyrazino[2,1-c][1,4]oxazine-8(1H)-carboxylate), C(=O)(C(F)(F)F)O (TFA). Conditions: time 1 hour. Product: FC(C(=O)O)(F)F.FC1=CC=C(C(=C1C#N)C)[C@H]1CN2[C@@H](CO1)CNCC2 (6-fluoro-2-methyl-3-[(3S,9aR)-octahydropyrazino[2,1-c][1,4]oxazin-3-yl]benzonitrile 2,2,2-trifluoroacetate). As a reaction SMILES: [C:1]([C:3]1[C:4]([CH3:27])=[C:5]([C@@H:10]2[O:15][CH2:14][C@H:13]3[CH2:16][N:17](C(OC(C)(C)C)=O)[CH2:18][CH2:19][N:12]3[CH2:11]2)[CH:6]=[CH:7][C:8]=1[F:9])#[N:2].[C:28]([OH:34])([C:30]([F:33])([F:32])[F:31])=[O:29]>>[F:31][C:30]([F:33])([F:32])[C:28]([OH:34])=[O:29].[F:9][C:8]1[C:3]([C:1]#[N:2])=[C:4]([CH3:27])[C:5]([C@@H:10]2[O:15][CH2:14][C@H:13]3[CH2:16][NH:17][CH2:18][CH2:19][N:12]3[CH2:11]2)=[CH:6][CH:7]=1 |f:2.3|. Procedure details: (3S,9aR)-tert-Butyl 3-(3-cyano-4-fluoro-2-methylphenyl)hexahydropyrazino[2,1-c][1,4]oxazine-8(1H)-carboxylate (3.00 g, 7.99 mmol) was dissolved in TFA (10 mL) and stirred for 1 hr. The trifluoroacetic acid was removed under reduced pressure and azeotroped with dichloroethane (3×) then was dried over high vacuum to yield the title compound: LC-MS (IE, m/z): 276 [M+1]+; 1H-NMR (500 MHz, DMSO) δ ppm 7.755 (dd, J=8.75, 6.2 Hz, 1H), 7.38 (t, J=8.85 Hz, 1H), 4.80 (d, J=10.1 Hz, 1H), 3.98 (dd, J=11.25,... Starting materials: N#Cc1cccc(S(=O)(=O)Cl)c1, CC#N, [NH4+], [OH-]. The product is N#Cc1cccc(S(N)(=O)=O)c1. Reaction SMILES: [C:3](#[N:4])[c:5]1[cH:6][c:7]([S:11](=[O:12])(=[O:13])[Cl:14])[cH:8][cH:9][cH:10]1.[CH3:15][C:16]#[N:17].[NH4+:2].[OH-:1]>>[NH2:2][S:11]([c:7]1[cH:6][c:5]([C:3]#[N:4])[cH:10][cH:9][cH:8]1)(=[O:12])=[O:13].